This data is from the Open Reaction Database (ORD), a public repository of structured organic reaction records. The task is: describe an organic reaction: reactants, conditions, products, and yield Reactants: ClC1C(C2C=CC(C1=O)O2)=O (3-chloro-8-oxa-bicyclo[3.2.1]oct-6-ene-2,4-dione). Reagents/catalysts: [Zn] (zinc). The solvent is Cl (hydrochloric acid). Run at time 45 minute. Yields the product C12C(CC(C(C=C1)O2)=O)=O (8-oxa-bicyclo[3.2.1]oct-6-ene-2,4-dione). RXN SMILES: Cl[CH:2]1[C:8](=[O:9])[CH:7]2[O:10][CH:4]([CH:5]=[CH:6]2)[C:3]1=[O:11]>Cl.[Zn]>[CH:7]12[O:10][CH:4]([CH:5]=[CH:6]1)[C:3](=[O:11])[CH2:2][C:8]2=[O:9]. Procedure: To a stirred suspension of 3-chloro-8-oxa-bicyclo[3.2.1]oct-6-ene-2,4-dione (6.44 g) in aqueous hydrochloric acid (35 ml, 2M) was added zinc powder (4.88 g) in portions maintaining the reaction temperature below 25° C. by cooling with an icebath. After 45 minutes, the mixture was filtered through a bed of celite then extracted with ethyl acetate. the extract was dried over magnesium sulfate, filtered and evaporated under reduced pressure to afford the required product. 1H NMR (d6-DMSO) δ: 6.50 (...